From a dataset of the Open Reaction Database (ORD), a public repository of structured organic reaction records. describe an organic reaction: reactants, conditions, products, and yield RXN SMILES: [Cl:1][C:2]1[CH:7]=[CH:6][C:5]([C:8]2[N:9]=[C:10]([C:13]3[CH:18]=[CH:17][C:16]([OH:19])=[CH:15][CH:14]=3)[S:11][CH:12]=2)=[CH:4][CH:3]=1.[CH3:20][N:21]([C:25]1[CH:30]=[CH:29][CH:28]=[CH:27][CH:26]=1)[C:22](Cl)=[O:23]>>[Cl:1][C:2]1[CH:3]=[CH:4][C:5]([C:8]2[N:9]=[C:10]([C:13]3[CH:18]=[CH:17][C:16]([O:19][C:22](=[O:23])[N:21]([CH3:20])[C:25]4[CH:30]=[CH:29][CH:28]=[CH:27][CH:26]=4)=[CH:15][CH:14]=3)[S:11][CH:12]=2)=[CH:6][CH:7]=1. Reported procedure: The title compound was prepared from 4-[4-(4-chloro-phenyl)-thiazol-2-yl]-phenol and N-methyl-N-phenylcarbamoyl chloride. The crude product was recrystallized (ethanol/water) (59%, white crystals). HPLC-MS m/z=421.1 (M+1), Rt: 5.85 min Product: ClC1=CC=C(C=C1)C=1N=C(SC1)C1=CC=C(C=C1)OC(N(C1=CC=CC=C1)C)=O (Methyl-phenyl-carbamic acid 4-[4-(4-chloro-phenyl)-thiazol-2-yl]-phenyl ester). Reactants: ClC1=CC=C(C=C1)C=1N=C(SC1)C1=CC=C(C=C1)O (4-[4-(4-chloro-phenyl)-thiazol-2-yl]-phenol), CN(C(=O)Cl)C1=CC=CC=C1 (N-methyl-N-phenylcarbamoyl chloride).